From a dataset of the Open Reaction Database (ORD), a public repository of structured organic reaction records. describe an organic reaction: reactants, conditions, products, and yield The reactants are CCOC(=O)c1cc2c(C(=O)NCC34CC5CC(CC(C5)C3)C4)cccn2n1, CCO, [K+], [OH-]. Yields the product O=C(O)c1cc2c(C(=O)NCC34CC5CC(CC(C5)C3)C4)cccn2n1. As a reaction SMILES: [CH2:3]([CH3:4])[O:5][C:6](=[O:7])[c:8]1[n:9][n:10]2[c:11]([c:12]([C:16]([NH:17][CH2:18][C:19]34[CH2:20][CH:21]5[CH2:22][CH:23]([CH2:24][CH:25]([CH2:26]3)[CH2:27]5)[CH2:28]4)=[O:29])[cH:13][cH:14][cH:15]2)[cH:30]1.[CH3:31][CH2:32][OH:33].[K+:2].[OH-:1]>>[O:5]=[C:6]([OH:7])[c:8]1[n:9][n:10]2[c:11]([c:12]([C:16]([NH:17][CH2:18][C:19]34[CH2:20][CH:21]5[CH2:22][CH:23]([CH2:24][CH:25]([CH2:26]3)[CH2:27]5)[CH2:28]4)=[O:29])[cH:13][cH:14][cH:15]2)[cH:30]1. Reactants: O=C([O-])O, COc1cc[nH]c1C=C1C(=O)Nc2ccc(N)c(-c3ccc4[nH]ccc4c3)c21, [Na+], C1CCOC1, O, O=C(Cl)Cc1cccs1. Yields the product COc1cc[nH]c1C=C1C(=O)Nc2ccc(NC(=O)Cc3cccs3)c(-c3ccc4[nH]ccc4c3)c21. RXN SMILES: [C:38](=[O:39])([OH:40])[O-:41].[NH2:1][c:2]1[c:3](-[c:20]2[cH:21][c:22]3[cH:23][cH:24][nH:25][c:26]3[cH:27][cH:28]2)[c:4]2[c:8]([cH:9][cH:10]1)[NH:7][C:6](=[O:11])[C:5]2=[CH:12][c:13]1[nH:14][cH:15][cH:16][c:17]1[O:18][CH3:19].[Na+:42].[O:43]1[CH2:44][CH2:45][CH2:46][CH2:47]1.[OH2:48].[s:29]1[c:30]([CH2:34][C:35](=[O:36])[Cl:37])[cH:31][cH:32][cH:33]1>>[NH:1]([c:2]1[c:3](-[c:20]2[cH:21][c:22]3[cH:23][cH:24][nH:25][c:26]3[cH:27][cH:28]2)[c:4]2[c:8]([cH:9][cH:10]1)[NH:7][C:6](=[O:11])[C:5]2=[CH:12][c:13]1[nH:14][cH:15][cH:16][c:17]1[O:18][CH3:19])[C:35]([CH2:34][c:30]1[s:29][cH:33][cH:32][cH:31]1)=[O:36]. The reactants are [OH-].[Na+] (NaOH), COC(CC(CC(\C=C\C1=C(C=C(C12CCCC2)C2=CC=CC=C2)C2=CC=C(C=C2)F)O)O)=O (Methyl-(E)-7-[2-(4-fluorophenyl)-4-phenyl-spiro[4.4]-nona-1,3-dien-1-yl]-3,5-dihydroxy-6-heptenoate), Cl (HCl). Run in C(C)O (ethanol). Run at time 10 minute. Product: FC1=CC=C(C=C1)C1=C(C2(C(=C1)C1=CC=CC=C1)CCCC2)/C=C/C(CC(CC(=O)O)O)O ((E)-7-[2-(4-fluorophenyl)-4-phenyl-spiro[4.4]nona-1,3-dien-1-yl]-3,5-dihydroxy-6-heptenoic acid). RXN SMILES: [OH-].[Na+].C[O:4][C:5](=[O:36])[CH2:6][CH:7]([OH:35])[CH2:8][CH:9]([OH:34])/[CH:10]=[CH:11]/[C:12]1[C:16]2([CH2:20][CH2:19][CH2:18][CH2:17]2)[C:15]([C:21]2[CH:26]=[CH:25][CH:24]=[CH:23][CH:22]=2)=[CH:14][C:13]=1[C:27]1[CH:32]=[CH:31][C:30]([F:33])=[CH:29][CH:28]=1.Cl>C(O)C>[F:33][C:30]1[CH:29]=[CH:28][C:27]([C:13]2[CH:14]=[C:15]([C:21]3[CH:26]=[CH:25][CH:24]=[CH:23][CH:22]=3)[C:16]3([CH2:20][CH2:19][CH2:18][CH2:17]3)[C:12]=2/[CH:11]=[CH:10]/[CH:9]([OH:34])[CH2:8][CH:7]([OH:35])[CH2:6][C:5]([OH:36])=[O:4])=[CH:32][CH:31]=1 |f:0.1|. Reported procedure: Aqueous 1N NaOH (13.4 ml, 13.4 mmoles) was added to a 0.2M ethanol solution of the 3,5-dihydroxy ester prepared in Step 7 (4.1 g, 8.9 mmoles). After stirring for 10 minutes, the ethanol was evaporated in vacuo. The residue was redissolved in H2O and the aqueous layer was acidified with 1N HCl (15 ml, 15 mmoles). Starting materials: [N+](=O)([O-])C=1N=CNC1 (4-nitro-1H-imidazole), [H-].[Na+] (sodium hydride), O (water), BrC(C(=O)OCC)(C)C (ethyl 2-bromo-2-methylpropanoate). Run in CN(C=O)C (N,N-dimethylformamide). Reaction conditions: time 20 minute. Yields the product CC(C(=O)OCC)(C)N1C=NC(=C1)[N+](=O)[O-] (ethyl 2-methyl-2-(4-nitro-1H-imidazol-1-yl)propanoate). As a reaction SMILES: [N+:1]([C:4]1[N:5]=[CH:6][NH:7][CH:8]=1)([O-:3])=[O:2].[H-].[Na+].Br[C:12]([CH3:19])([CH3:18])[C:13]([O:15][CH2:16][CH3:17])=[O:14].O>CN(C)C=O>[CH3:18][C:12]([N:7]1[CH:8]=[C:4]([N+:1]([O-:3])=[O:2])[N:5]=[CH:6]1)([CH3:19])[C:13]([O:15][CH2:16][CH3:17])=[O:14] |f:1.2|. Procedure: To a solution of 4-nitro-1H-imidazole (10 g) in N,N-dimethylformamide (150 mL) was added sodium hydride (60% in mineral oil, 4.2 g) in an ice bath, and the mixture was stirred at the same temperature for 20 min. To the reaction mixture was added ethyl 2-bromo-2-methylpropanoate (20 mL) at the same temperature, and the mixture was stirred overnight at 50° C. To the reaction mixture was added water, and the mixture was extracted with ethyl acetate. The obtained organic layer was washed with satura... Reactants: O.C1=NC(=CC2=CC=CC=C12)C(=O)O (3-isoquinolinecarboxylic acid hydrate), C=1C=CC2=C(C1)N=NN2O (HOBT), CCN(C(C)C)C(C)C (DIPEA), C(CCl)Cl (EDC). Solvent: O (water), CCOC(=O)C (EtOAc), C(Cl)Cl (CH2Cl2). Reaction conditions: time 8 hour. Yields the product ClC1=CC=C(C=C1)CC(C(=O)O)NC(=O)C=1N=CC2=CC=CC=C2C1 (3-(4-Chloro-phenyl)-2-[(isoquinoline-3-carbonyl)-amino]-propionic acid). Isolated yield 80.0%. As a reaction SMILES: [OH2:1].[CH:2]1[C:11]2[C:6](=[CH:7]C=CC=2)[CH:5]=[C:4]([C:12]([OH:14])=[O:13])[N:3]=1.[CH:15]1[CH:16]=[CH:17]C2N(O)N=N[C:19]=2[CH:20]=1.CC[N:27]([CH:31]([CH3:33])[CH3:32])[CH:28]([CH3:30])C.[CH2:34]([Cl:37])[CH2:35]Cl>C(Cl)Cl.O.CCOC(C)=O>[Cl:37][C:34]1[CH:35]=[CH:7][C:6]([CH2:5][CH:4]([NH:3][C:33]([C:31]2[N:27]=[CH:28][C:30]3[C:17]([CH:32]=2)=[CH:16][CH:15]=[CH:20][CH:19]=3)=[O:1])[C:12]([OH:14])=[O:13])=[CH:11][CH:2]=1 |f:0.1|. Reported procedure: To a solution of D4-chlorophenylalanine methyl ester hydrochloride (758 Mg, 3.03 mmol), 3-isoquinolinecarboxylic acid hydrate (500 mg, 2.89 mmol), HOBT (488 mg, 3.61 mmol), and DIPEA (2.51 mL, 14.45 mmol) in CH2Cl2 (30 mL) was added EDC (692 g, 3.61 mmol). The resulting mixture was stirred at room temperature overnight. The reaction mixture was poured onto a mixture EtOAc (50 mL) and water (20 mL) and the organic phase washed with water (3×), dried (Na2SO4), filtered, and concentrated to dryness... Starting materials: CC([O-])=S, CS(=O)(=O)OC1CC(=O)N(Cc2ccc(COc3ccccc3)cc2)C1, [K+]. Yields the product CC(=O)SC1CC(=O)N(Cc2ccc(COc3ccccc3)cc2)C1. Reaction SMILES: [C:27]([CH3:28])(=[S:29])[O-:30].[CH3:1][S:2]([O:3][CH:6]1[CH2:7][C:8](=[O:26])[N:9]([CH2:11][c:12]2[cH:13][cH:14][c:15]([CH2:18][O:19][c:20]3[cH:21][cH:22][cH:23][cH:24][cH:25]3)[cH:16][cH:17]2)[CH2:10]1)(=[O:4])=[O:5].[K+:31]>>[CH:6]1([S:29][C:27]([CH3:28])=[O:30])[CH2:7][C:8](=[O:26])[N:9]([CH2:11][c:12]2[cH:13][cH:14][c:15]([CH2:18][O:19][c:20]3[cH:21][cH:22][cH:23][cH:24][cH:25]3)[cH:16][cH:17]2)[CH2:10]1. Starting materials: N1N=CC=C1 (pyrazole), ClC=1N=C(C2=C(N1)SC1=C2CCCC1)NCC1=CC2=C(C=C1)OCO2 (2-chloro-5,6,7,8-tetrahydro-4-(3,4-methylenedioxybenzylamino)-[1]-benzothieno-[2,3-d]-pyrimidine). Product: N1(N=CC=C1)C=1N=C(C2=C(N1)SC1=C2CCCC1)NCC1=CC2=C(C=C1)OCO2 (2-(pyrazol-1-yl)-5,6,7,8-tetrahydro-4-(3,4-methylenedioxybenzylamino)-[1]-benzothieno-[2,3-d]-pyrimidine). RXN SMILES: [NH:1]1[CH:5]=[CH:4][CH:3]=[N:2]1.Cl[C:7]1[N:8]=[C:9]([NH:20][CH2:21][C:22]2[CH:27]=[CH:26][C:25]3[O:28][CH2:29][O:30][C:24]=3[CH:23]=2)[C:10]2[C:15]3[CH2:16][CH2:17][CH2:18][CH2:19][C:14]=3[S:13][C:11]=2[N:12]=1>>[N:1]1([C:7]2[N:8]=[C:9]([NH:20][CH2:21][C:22]3[CH:27]=[CH:26][C:25]4[O:28][CH2:29][O:30][C:24]=4[CH:23]=3)[C:10]3[C:15]4[CH2:16][CH2:17][CH2:18][CH2:19][C:14]=4[S:13][C:11]=3[N:12]=2)[CH:5]=[CH:4][CH:3]=[N:2]1. Reported procedure: Following the procedure of Example 97, the reaction of pyrazole with 2-chloro-5,6,7,8-tetrahydro-4-(3,4-methylenedioxybenzylamino)-[1]-benzothieno-[2,3-d]-pyrimidine gives 2-(pyrazol-1-yl)-5,6,7,8-tetrahydro-4-(3,4-methylenedioxybenzylamino)-[1]-benzothieno-[2,3-d]-pyrimidine. Starting materials: COC1=CC=C(C=C1)N1CCNCC1 (1-(4-methoxyphenyl)piperazine), C=1C=CC(=CC1)P(C=2C=CC=CC2)C3=CC=C4C=CC=CC4=C3C5=C6C=CC=CC6=CC=C5P(C=7C=CC=CC7)C=8C=CC=CC8 (BINAP), CC(C)([O-])C.[Na+] (sodium tert-butoxide), BrC=1C(=C(C2=C(CC(O2)(C)C)C1C)C)C (5-bromo-2,2,4,6,7-pentamethyl-2,3-dihydro-1-benzofuran), COC1=CC=C(C=C1)N1CCNCC1 (1-(4-methoxyphenyl)piperazine), BrC=1C(=C(C2=C(CC(O2)(C)C)C1C)C)C (5-bromo-2,2,4,6,7-pentamethyl-2,3-dihydro-1-benzofuran). The reagents and catalysts are C(C)(=O)[O-].[Pd+2].C(C)(=O)[O-] (palladium acetate). Solvent: C1(=CC=CC=C1)C (toluene), O (water). Yields the product COC1=CC=C(C=C1)N1CCN(CC1)C=1C(=C(C2=C(CC(O2)(C)C)C1C)C)C (1-(4-Methoxyphenyl)-4-(2,2,4,6,7-pentamethyl-2,3-dihydro-1-benzofuran-5-yl)piperazine). The yield is 20.9%. RXN SMILES: Br[C:2]1[C:3]([CH3:15])=[C:4]([CH3:14])[C:5]2[O:9][C:8]([CH3:11])([CH3:10])[CH2:7][C:6]=2[C:12]=1[CH3:13].[CH3:16][O:17][C:18]1[CH:23]=[CH:22][C:21]([N:24]2[CH2:29][CH2:28][NH:27][CH2:26][CH2:25]2)=[CH:20][CH:19]=1.C1C=CC(P(C2C(C3C(P(C4C=CC=CC=4)C4C=CC=CC=4)=CC=C4C=3C=CC=C4)=C3C(C=CC=C3)=CC=2)C2C=CC=CC=2)=CC=1.CC(C)([O-])C.[Na+]>C([O-])(=O)C.[Pd+2].C([O-])(=O)C.O.C1(C)C=CC=CC=1>[CH3:16][O:17][C:18]1[CH:19]=[CH:20][C:21]([N:24]2[CH2:29][CH2:28][N:27]([C:2]3[C:3]([CH3:15])=[C:4]([CH3:14])[C:5]4[O:9][C:8]([CH3:11])([CH3:10])[CH2:7][C:6]=4[C:12]=3[CH3:13])[CH2:26][CH2:25]2)=[CH:22][CH:23]=1 |f:3.4,5.6.7|. Procedure details: In addition, synthesis was also performed according to the below-described method using 5-bromo-2,2,4,6,7-pentamethyl-2,3-dihydro-1-benzofuran (344.1 g, 1.28 mol) synthesized in Reference Example 4 and 1-(4-methoxyphenyl)piperazine (164 g, 853 mmol). That is, 1-(4-methoxyphenyl)piperazine (51.5 g, 268 mmol), palladium acetate (3.01 g, 13.4 mmol), BINAP (12.5 g, 20.1 mmol) and sodium tert-butoxide (38.6 g, 402 mmol) were added to a solution of toluene (775 mL) containing 5-bromo-2,2,4,6,7-pentame... The reactants are C(=CCCCCCCCCCCCCCCCC)C1C(=O)OC(C1)=O (n-octadecenylsuccinic anhydride), N (ammonia), Cl (hydrochloric acid). The solvent is C(C)#N (acetonitrile). Conditions: time 2 hour. Product: C(=CCCCCCCCCCCCCCCCC)C(C(=O)N)CC(=O)O (n-octadecenyl-succinic monoamide). As a reaction SMILES: [NH3:1].[CH:2]([CH:20]1[CH2:25][C:24](=[O:26])[O:23][C:21]1=[O:22])=[CH:3][CH2:4][CH2:5][CH2:6][CH2:7][CH2:8][CH2:9][CH2:10][CH2:11][CH2:12][CH2:13][CH2:14][CH2:15][CH2:16][CH2:17][CH2:18][CH3:19].Cl>C(#N)C>[CH:2]([CH:20]([CH2:25][C:24]([OH:23])=[O:26])[C:21]([NH2:1])=[O:22])=[CH:3][CH2:4][CH2:5][CH2:6][CH2:7][CH2:8][CH2:9][CH2:10][CH2:11][CH2:12][CH2:13][CH2:14][CH2:15][CH2:16][CH2:17][CH2:18][CH3:19]. Procedure: 389 g of a 25% aqueous ammonia was mixed with 200 ml of acetonitrile and to the mixture was added 100 g of n-octadecenylsuccinic anhydride, followed by stirring for 2 hours at room temperature. The mixture was neutralized with concentrated hydrochloric acid. The crystals thus-deposited were collected by filtration, washed with water and then with acetonitrile, and dried to obtain 84.5 g of n-octadecenyl-succinic monoamide as colorless crystals. Reactants: COC1=CC=C(C=C1)C=1N=C(NC1)C1CNCCO1 (2-{4-[4-(methyloxy)phenyl]-1H-imidazol-2-yl}morpholine), ClC1=NC(=NC(=C1)Cl)N (4,6-dichloro-2-pyrimidinamine), CCN(C(C)C)C(C)C (Hunig's base). Run in C(C)O (ethanol). Product: ClC1=NC(=NC(=C1)N1CC(OCC1)C=1NC=C(N1)C1=CC=C(C=C1)OC)N (4-Chloro-6-(2-{4-[4-(methyloxy)phenyl]-1H-imidazol-2-yl}-4-morpholinyl)-2-pyrimidinamine). Yield: 72.5%. As a reaction SMILES: [CH3:1][O:2][C:3]1[CH:8]=[CH:7][C:6]([C:9]2[N:10]=[C:11]([CH:14]3[O:19][CH2:18][CH2:17][NH:16][CH2:15]3)[NH:12][CH:13]=2)=[CH:5][CH:4]=1.[Cl:20][C:21]1[CH:26]=[C:25](Cl)[N:24]=[C:23]([NH2:28])[N:22]=1.CCN(C(C)C)C(C)C>C(O)C>[Cl:20][C:21]1[CH:26]=[C:25]([N:16]2[CH2:17][CH2:18][O:19][CH:14]([C:11]3[NH:12][CH:13]=[C:9]([C:6]4[CH:7]=[CH:8][C:3]([O:2][CH3:1])=[CH:4][CH:5]=4)[N:10]=3)[CH2:15]2)[N:24]=[C:23]([NH2:28])[N:22]=1. Procedure details: A solution of 2-{4-[4-(methyloxy)phenyl]-1H-imidazol-2-yl}morpholine (1.9 g, 6.42 mmol), 4,6-dichloro-2-pyrimidinamine (1.053 g, 6.42 mmol) and Hunig's base (2.8 mL, 16.1 mmol) in ethanol (80 mL) was heated overnight at 85° C. The reaction mixture was concentrated, and the resulting residue was purified by silica gel chromatography using as eluent 40% EtOAc in CH2Cl2 to afford the title compound (1.8 g) as a white solid. LC-MS (ES) m/z=387 [M+H]+.